This data is from the Open Reaction Database (ORD), a public repository of structured organic reaction records. The task is: describe an organic reaction: reactants, conditions, products, and yield Reactants: CO, O=[N+]([O-])c1ccc2c(c1)SCCN2CCN1CCCCC1, NN, O. Product: Nc1ccc2c(c1)SCCN2CCN1CCCCC1. As a reaction SMILES: [CH3:25][OH:26].[N+:1]([O-:2])(=[O:3])[c:4]1[cH:5][cH:6][c:7]2[c:8]([cH:21]1)[S:9][CH2:10][CH2:11][N:12]2[CH2:13][CH2:14][N:15]1[CH2:16][CH2:17][CH2:18][CH2:19][CH2:20]1.[NH2:23][NH2:24].[OH2:22]>>[NH2:1][c:4]1[cH:5][cH:6][c:7]2[c:8]([cH:21]1)[S:9][CH2:10][CH2:11][N:12]2[CH2:13][CH2:14][N:15]1[CH2:16][CH2:17][CH2:18][CH2:19][CH2:20]1. Reactants: ClC1=C(C(=O)N)C(=CC=C1)Cl (2,6-dichlorobenzamide), NC1=NC(=C(N=C1)C1=CC=C(C=C1)Br)C (2-amino-5-(4-bromophenyl)-6-methylpyrazine), C(CCC)[Li] (n-butyllithium), ClC(=O)OC1=CC=C(C=C1)[N+](=O)[O-] (4-nitrophenyl chloroformate). The solvent is O1CCCC1 (tetrahydrofuran), O1CCCC1 (tetrahydrofuran), O1CCCC1 (tetrahydrofuran). Reaction conditions: temperature -72 celsius, time 3 hour. Yields the product ClC1=C(C(=O)NC(=O)NC2=NC(=C(N=C2)C2=CC=C(C=C2)Br)C)C(=CC=C1)Cl (1-(2,6-Dichlorobenzoyl)-3-[6-methyl-5-(4-bromophenyl)-2-pyrazinyl]urea). RXN SMILES: [Cl:1][C:2]1[CH:10]=[CH:9][CH:8]=[C:7]([Cl:11])[C:3]=1[C:4]([NH2:6])=[O:5].C([Li])CCC.Cl[C:18](OC1C=CC([N+]([O-])=O)=CC=1)=[O:19].[NH2:30][C:31]1[CH:36]=[N:35][C:34]([C:37]2[CH:42]=[CH:41][C:40]([Br:43])=[CH:39][CH:38]=2)=[C:33]([CH3:44])[N:32]=1>O1CCCC1>[Cl:1][C:2]1[CH:10]=[CH:9][CH:8]=[C:7]([Cl:11])[C:3]=1[C:4]([NH:6][C:18]([NH:30][C:31]1[CH:36]=[N:35][C:34]([C:37]2[CH:38]=[CH:39][C:40]([Br:43])=[CH:41][CH:42]=2)=[C:33]([CH3:44])[N:32]=1)=[O:19])=[O:5]. Reported procedure: A solution of 304 mg. of 2,6-dichlorobenzamide and 25 ml. of dry tetrahydrofuran was placed in a 3-necked, 50 ml. round bottomed flask. With mechanical stirring and under nitrogen the solution was cooled to about -72° C. in a dry ice/acetone bath. To this solution was added 0.6 ml. of n-butyllithium reagent over a period of 5 minutes. After the addition was complete, the mixture was stirred for 30 minutes at about -72° C. A solution of 268 ml. of 4-nitrophenyl chloroformate in 8 ml. of dry tetra...